Dataset: the Open Reaction Database (ORD), a public repository of structured organic reaction records. Task: describe an organic reaction: reactants, conditions, products, and yield Starting materials: ClC1=CC=C(C=C1)C=1SC=C(C1O)C(=O)C (2-(4-chlorophenyl)-3-hydroxy-4-methylcarbonylthiophene), N(N)C(=S)NC1=CC=C(S1)C(=O)O (5-hydrazinocabonothioylamino-2-thiophenecarboxylic acid). The product is ClC1=CC=C(C=C1)C1=C(C(=CS1)C(C)=NNC(=S)NC1=CC=C(S1)C(=O)O)O (5-{[(2-{1-[5-(4-chlorophenyl)-4-hydroxy-3-thienyl]ethylidene}hydrazino)carbonothioyl]amino}-2-thiophenecarboxylic acid). RXN SMILES: [Cl:1][C:2]1[CH:7]=[CH:6][C:5]([C:8]2[S:9][CH:10]=[C:11]([C:14]([CH3:16])=O)[C:12]=2[OH:13])=[CH:4][CH:3]=1.[NH:17]([C:19]([NH:21][C:22]1[S:26][C:25]([C:27]([OH:29])=[O:28])=[CH:24][CH:23]=1)=[S:20])[NH2:18]>>[Cl:1][C:2]1[CH:7]=[CH:6][C:5]([C:8]2[S:9][CH:10]=[C:11]([C:14](=[N:18][NH:17][C:19]([NH:21][C:22]3[S:26][C:25]([C:27]([OH:29])=[O:28])=[CH:24][CH:23]=3)=[S:20])[CH3:16])[C:12]=2[OH:13])=[CH:4][CH:3]=1. Reported procedure: From 2-(4-chlorophenyl)-3-hydroxy-4-methylcarbonylthiophene (25.3 mg, 0.10 mmol) and 5-hydrazinocabonothioylamino-2-thiophenecarboxylic acid (21.8 mg, 0.10 mmol), the desired product was obtained in the same manner as in Synthetic Example 50 as a pale yellow solid (37.1 mg, yield 82%). Reactants: FC1=CC=C(OCC2CO2)C=C1 (1-(4-fluorophenoxy)-2,3-epoxypropane), N1C=CC2=C(C=CC=C12)N1CCNCC1 (1-(indol-4yl)-piperazine). The product is FC1=CC=C(OCC(CN2CCN(CC2)C2=C3C=CNC3=CC=C2)O)C=C1 (1-(4-Fluoro-phenoxy)-3-[4-(1H-indol-4-yl)piperazin-1-yl]-propan-2-ol). The yield is 99.3%. Reaction SMILES: [F:1][C:2]1[CH:12]=[CH:11][C:5]([O:6][CH2:7][CH:8]2[O:10][CH2:9]2)=[CH:4][CH:3]=1.[NH:13]1[C:21]2[C:16](=[C:17]([N:22]3[CH2:27][CH2:26][NH:25][CH2:24][CH2:23]3)[CH:18]=[CH:19][CH:20]=2)[CH:15]=[CH:14]1>>[F:1][C:2]1[CH:12]=[CH:11][C:5]([O:6][CH2:7][CH:8]([OH:10])[CH2:9][N:25]2[CH2:26][CH2:27][N:22]([C:17]3[CH:18]=[CH:19][CH:20]=[C:21]4[C:16]=3[CH:15]=[CH:14][NH:13]4)[CH2:23][CH2:24]2)=[CH:4][CH:3]=1. Procedure: A methanolic solution (50 ml) of 1-(4-fluorophenoxy)-2,3-epoxypropane (0.50 g, 3.0 mmole) and 1-(indol-4yl)-piperazine (0.6 g, 3.0 mmole) was refluxed for 1 hr under an atmosphere of nitrogen. The mixture was concentrated in vacuo, and the product purified by silica gel chromatography (EtOAc) to afford a white solid (1.1 g, 99%). Treatment with a 0.25M ethanolic fumaric acid solution gave the required salt, which was recrystallized from ethanol to afford the title compound as a white solid. m.p....